Task: describe an organic reaction: reactants, conditions, products, and yield. Dataset: the Open Reaction Database (ORD), a public repository of structured organic reaction records The reactants are O=C([O-])O, Cc1c(C(O)C2CCCCC2)oc2ccc(OCc3ccccc3)cc12, [Na+], C1CCOC1, O=S(Cl)Cl. Yields the product Cc1c(C(Cl)C2CCCCC2)oc2ccc(OCc3ccccc3)cc12. As a reaction SMILES: [C:31](=[O:32])([O-:33])[OH:34].[CH2:1]([c:2]1[cH:3][cH:4][cH:5][cH:6][cH:7]1)[O:8][c:9]1[cH:10][cH:11][c:12]2[c:13]([c:14]([CH3:25])[c:15]([CH:17]([OH:18])[CH:19]3[CH2:20][CH2:21][CH2:22][CH2:23][CH2:24]3)[o:16]2)[cH:26]1.[Na+:35].[O:36]1[CH2:37][CH2:38][CH2:39][CH2:40]1.[S:27]([Cl:28])([Cl:29])=[O:30]>>[CH2:1]([c:2]1[cH:3][cH:4][cH:5][cH:6][cH:7]1)[O:8][c:9]1[cH:10][cH:11][c:12]2[c:13]([c:14]([CH3:25])[c:15]([CH:17]([CH:19]3[CH2:20][CH2:21][CH2:22][CH2:23][CH2:24]3)[Cl:29])[o:16]2)[cH:26]1. Reactants: N (aminomethyl polystyrene resin), COC=1C=C(C=C(C1OC)OC)N=C=S (3,4,5 trimethoxyphenylisothiocyanate), N-methylcyclohexylcarbodiimide-N-methyl polystyrene resin, C(C(C)C)N(CC(C)C)CC=1C=C(C(=CC1)NCCCN(CCC1=CC=NC=C1)C)N (4-[(diisobutylamino)methyl]-N-(3-{methyl[2-(4-pyridinyl)ethyl]amino}propyl)-1,2-benzenediamine). Solvent: O1CCCC1 (tetrahydrofuran). Reaction conditions: time 4 hour. Yields the product C(C(C)C)N(CC(C)C)CC1=CC2=C(N(C(=N2)NC2=CC(=C(C(=C2)OC)OC)OC)CCCN(CCC2=NC=CC=C2)C)C=C1 (5-[(diisobutylamino)methyl]-1-(3-{methyl[2-(2-pyridinyl)ethyl]amino}propyl)-N-(3,4,5-trimethoxyphenyl)-1H-benzimidazol-2-amine), foam. Yield: 83.0%. RXN SMILES: [CH3:1][O:2][C:3]1[CH:4]=[C:5]([N:13]=[C:14]=S)[CH:6]=[C:7]([O:11][CH3:12])[C:8]=1[O:9][CH3:10].[CH2:16]([N:20]([CH2:25][C:26]1[CH:27]=[C:28]([NH2:46])[C:29]([NH:32][CH2:33][CH2:34][CH2:35][N:36]([CH3:45])[CH2:37][CH2:38]C2C=CN=CC=2)=[CH:30][CH:31]=1)[CH2:21][CH:22]([CH3:24])[CH3:23])[CH:17]([CH3:19])[CH3:18].[NH3:47]>O1CCCC1>[CH2:16]([N:20]([CH2:25][C:26]1[CH:31]=[CH:30][C:29]2[N:32]([CH2:33][CH2:34][CH2:35][N:36]([CH3:45])[CH2:37][CH2:38][C:5]3[CH:4]=[CH:3][CH:8]=[CH:7][N:47]=3)[C:14]([NH:13][C:5]3[CH:4]=[C:3]([O:2][CH3:1])[C:8]([O:9][CH3:10])=[C:7]([O:11][CH3:12])[CH:6]=3)=[N:46][C:28]=2[CH:27]=1)[CH2:21][CH:22]([CH3:23])[CH3:24])[CH:17]([CH3:18])[CH3:19]. Reported procedure: 3,4,5 trimethoxyphenylisothiocyanate (57 mg, 1.2 eq) and N-methylcyclohexylcarbodiimide-N-methyl polystyrene resin (acquired from Novabiochem; load 1.69 mmol/g, 501 mg, 4 eq) are added successively to a solution of 4-[(diisobutylamino)methyl]-N-(3-{methyl[2-(4-pyridinyl)ethyl]amino}propyl)-1,2-benzenediamine (90 mg, 1 eq) in tetrahydrofuran (2 ml). The mixture is heated under reflux for 18 hours then cooled down to ambient temperature and aminomethyl polystyrene resin (acquired from Novabiochem,... Starting materials: CS(=O)(=O)O (Methanesulfonic acid), NC(N)=NC=1SC=C(N1)C=1N=C(SC1)CNC(=O)N (2-(diaminomethyleneamino)-4-(2-ureidomethylthiazol-4-yl)thiazole). The solvent is CO (methanol). Conditions: time 1 hour. Yields the product CS(=O)(=O)O.NC(N)=NC=1SC=C(N1)C=1N=C(SC1)CNC(=O)N (2-(diaminomethyleneamino)-4-(2-ureidomethylthiazol-4-yl)thiazole methanesulfonate). Yield: 75.8%. As a reaction SMILES: [CH3:1][S:2]([OH:5])(=[O:4])=[O:3].[NH2:6][C:7](=[N:9][C:10]1[S:11][CH:12]=[C:13]([C:15]2[N:16]=[C:17]([CH2:20][NH:21][C:22]([NH2:24])=[O:23])[S:18][CH:19]=2)[N:14]=1)[NH2:8]>CO>[CH3:1][S:2]([OH:5])(=[O:4])=[O:3].[NH2:6][C:7](=[N:9][C:10]1[S:11][CH:12]=[C:13]([C:15]2[N:16]=[C:17]([CH2:20][NH:21][C:22]([NH2:24])=[O:23])[S:18][CH:19]=2)[N:14]=1)[NH2:8] |f:3.4|. Reported procedure: Methanesulfonic acid (2.16 g) was added to a suspension of 2-(diaminomethyleneamino)-4-(2-ureidomethylthiazol-4-yl)thiazole (3.19 g) in methanol (95 ml). The mixture was stirred at room temperature for 1 hour. The resulting precipitate was collected by filtration. Recrystallization from a mixture of acetonitrile and water afforded 2-(diaminomethyleneamino)-4-(2-ureidomethylthiazol-4-yl)thiazole methanesulfonate (3.2 g). Starting materials: ClC1=C(NC2=C(C=CC=C2)CC(=O)N)C(=CC=C1)Cl ([o-(2,6-dichloroanilino)-phenyl]-acetamide), Cl.NO (hydroxylamine hydrochloride), [Na] (sodium). Run in CO (methanol), CO (methanol), CO (methanol). The product is ClC1=C(NC2=C(C=CC=C2)CC(=O)NO)C(=CC=C1)Cl ([o-(2,6-dichloroanilino)-phenyl]-acetohydroxamic acid). Reaction SMILES: [Na].Cl.N[OH:4].[Cl:5][C:6]1[CH:22]=[CH:21][CH:20]=[C:19]([Cl:23])[C:7]=1[NH:8][C:9]1[CH:14]=[CH:13][CH:12]=[CH:11][C:10]=1[CH2:15][C:16]([NH2:18])=[O:17]>CO>[Cl:5][C:6]1[CH:22]=[CH:21][CH:20]=[C:19]([Cl:23])[C:7]=1[NH:8][C:9]1[CH:14]=[CH:13][CH:12]=[CH:11][C:10]=1[CH2:15][C:16]([NH:18][OH:4])=[O:17] |f:1.2,^1:0|. Procedure: To a solution of 1.84 g of sodium in 80 ml of methanol is added, at 50°, a solution of 1.82 g of hydroxylamine hydrochloride in 30 ml of methanol. To the suspension is added, with stirring, a solution of 5.8 g of [o-(2,6-dichloroanilino)-phenyl]-acetamide (M.P. 188°-189°) in 80 ml of methanol, and the whole subsequently refluxed for 18 hours. After cooling, the red suspension is concentrated at 40° under 11 Torr to dryness. The residue is shaken with 600 ml of water and 100 ml of ether. The aque... Starting materials: CC(CN)O (DL-1-amino-2-propanol), C1(=CC(=CC=C1)N)N (1,3-phenylenediamine), NC1=CC=CC=C1 (aniline), C1(=CC(=CC(=C1)C(=O)Cl)C(=O)Cl)C(=O)Cl (1,3,5-benzenetricarbonyl trichloride). The solvent is O (water), CN1CCCC1=O (NMP), CN1CCCC1=O (NMP), CN1CCCC1=O (NMP), CN1C(CCC1)=O (N-methyl-2-pyrrolidone). Reaction conditions: temperature 70 celsius, time 30 minute. The product is C(=O)=C1C(C(C=CC1)=C=O)=C=O (tricarbonylbenzene). As a reaction SMILES: [C:1]1([C:13](Cl)=[O:14])[CH:6]=[C:5]([C:7](Cl)=[O:8])[CH:4]=[C:3](C(Cl)=O)[CH:2]=1.C1(N)C=CC=C(N)C=1.NC1C=CC=CC=1.C[CH:32]([OH:35])CN>CN1C(=O)CCC1.O>[C:13](=[C:1]1[CH2:2][CH:3]=[CH:4][C:5](=[C:7]=[O:8])[C:6]1=[C:32]=[O:35])=[O:14]. Procedure: In a nitrogen atmosphere, a 300 mL four-neck flask was charged with 30 g (0.113 mol) of 1,3,5-benzenetricarbonyl trichloride (Tokyo Chemical Industry) and 133.3 g of N-methyl-2-pyrrolidone (abbreviated below as “NMP”; Junsei Chemical Co., Ltd.), following which a solution of 9.16 g (84.8 mmol) of 1,3-phenylenediamine (DuPont K.K.) and 7.89 g (84.8 mmol) of aniline (Junsei Chemical Co., Ltd.) dissolved in 133.3 g of NMP (Junsei Chemical Co., Ltd.) was added dropwise over a period of 30 minutes at... The reactants are O=C(Cl)CBr, O=C([O-])[O-], COc1cc2c(cc1[N+](=O)[O-])NCCC2(C)C, [K+], [K+], C1CCOC1. Product: COc1cc2c(cc1[N+](=O)[O-])N(C(=O)CBr)CCC2(C)C. RXN SMILES: [Br:24][CH2:25][C:26](=[O:27])[Cl:28].[C:18](=[O:19])([O-:20])[O-:21].[CH3:1][C:2]1([CH3:17])[CH2:3][CH2:4][NH:5][c:6]2[cH:7][c:8]([N+:14](=[O:15])[O-:16])[c:9]([O:12][CH3:13])[cH:10][c:11]21.[K+:22].[K+:23].[O:29]1[CH2:30][CH2:31][CH2:32][CH2:33]1>>[CH3:1][C:2]1([CH3:17])[CH2:3][CH2:4][N:5]([C:26]([CH2:25][Br:24])=[O:27])[c:6]2[cH:7][c:8]([N+:14](=[O:15])[O-:16])[c:9]([O:12][CH3:13])[cH:10][c:11]21. Reactants: CCOC(=O)C(C)Cc1nnc(-c2ccncc2)n1C1CC1, CCO, NN, O. The product is CC(Cc1nnc(-c2ccncc2)n1C1CC1)C(=O)NN. As a reaction SMILES: [CH2:1]([O:3][C:4](=[O:2])[CH:5]([CH2:6][c:7]1[n:8][n:9][c:10](-[c:15]2[cH:16][cH:17][n:18][cH:19][cH:20]2)[n:11]1[CH:12]1[CH2:13][CH2:14]1)[CH3:21])[CH3:22].[CH3:26][CH2:27][OH:28].[NH2:24][NH2:25].[OH2:23]>>[O:3]=[C:4]([CH:5]([CH2:6][c:7]1[n:8][n:9][c:10](-[c:15]2[cH:16][cH:17][n:18][cH:19][cH:20]2)[n:11]1[CH:12]1[CH2:13][CH2:14]1)[CH3:21])[NH:24][NH2:25]. Starting materials: ClC=1C(=NC=C(C1)C(F)(F)F)N1CCN(CC1)C(=O)C1=CC=C(C=C1)N1S(CCC1)(=O)=O ([4-(3-chloro-5-trifluoromethylpyridin-2-yl)piperazin-1-yl][4-(1,1-dioxo-1λ6-isothiazolidin-2-yl)phenyl]methanone), C1(CCCCC1)P(C1=C(C=CC=C1)C1=C(C=CC=C1OC)OC)C1CCCCC1 (2-dicyclohexylphosphino-2′,6′-dimethoxybiphenyl), [F-].[K+] (potassium fluoride), CB(O)O (methylboronic acid). Reagents/catalysts: C(C)(=O)[O-].[Pd+2].C(C)(=O)[O-] (palladium(II) acetate). Solvent: O1CCCC1 (tetrahydrofuran), O (Water). Yields the product O=S1(N(CCC1)C1=CC=C(C=C1)C(=O)N1CCN(CC1)C1=NC=C(C=C1C)C(F)(F)F)=O ([4-(1,1-dioxo-1λ6-isothiazolidin-2-yl)phenyl][4-(3-methyl-5-trifluoromethylpyridin-2-yl)piperazin-1-yl]methanone). Yield: 173.9%. As a reaction SMILES: Cl[C:2]1[C:3]([N:12]2[CH2:17][CH2:16][N:15]([C:18]([C:20]3[CH:25]=[CH:24][C:23]([N:26]4[CH2:30][CH2:29][CH2:28][S:27]4(=[O:32])=[O:31])=[CH:22][CH:21]=3)=[O:19])[CH2:14][CH2:13]2)=[N:4][CH:5]=[C:6]([C:8]([F:11])([F:10])[F:9])[CH:7]=1.[CH:33]1(P(C2CCCCC2)C2C=CC=CC=2C2C(OC)=CC=CC=2OC)CCCCC1.[F-].[K+].CB(O)O>C([O-])(=O)C.[Pd+2].C([O-])(=O)C.O.O1CCCC1>[O:31]=[S:27]1(=[O:32])[CH2:28][CH2:29][CH2:30][N:26]1[C:23]1[CH:24]=[CH:25][C:20]([C:18]([N:15]2[CH2:16][CH2:17][N:12]([C:3]3[C:2]([CH3:33])=[CH:7][C:6]([C:8]([F:11])([F:10])[F:9])=[CH:5][N:4]=3)[CH2:13][CH2:14]2)=[O:19])=[CH:21][CH:22]=1 |f:2.3,5.6.7|. Procedure details: Under a nitrogen stream, to a mixture of [4-(3-chloro-5-trifluoromethylpyridin-2-yl)piperazin-1-yl][4-(1,1-dioxo-1λ6-isothiazolidin-2-yl)phenyl]methanone (150 mg) described in Preparation Example 194, palladium(II) acetate (6.8 mg), 2-dicyclohexylphosphino-2′,6′-dimethoxybiphenyl (25.2 mg), potassium fluoride (141.2 mg) and methylboronic acid (73.6 mg) was added tetrahydrofuran (1.5 mL), and the mixture was stirred with heating under reflux for 8 hr. Water was added to the reaction mixture, and ...